From a dataset of the Open Reaction Database (ORD), a public repository of structured organic reaction records. describe an organic reaction: reactants, conditions, products, and yield The reactants are ClC1=C2C=CN=CC2=CC=C1F (5-Chloro-6-fluoro-isoquinoline), C(C)(C)(C)OC(N[C@@H]1CC[C@@H](CC1)O)=O (cis-(4-hydroxy-cyclohexyl)-carbamic acid tert-butyl ester). Yields the product C(C)(C)(C)OC(N[C@@H]1CC[C@@H](CC1)OC=1C(=C2C=CN=CC2=CC1)Cl)=O (cis-[4-(5-Chloro-isoquinolin-6-yloxy)-cyclohexyl]-carbamic acid tert-butyl ester). RXN SMILES: [Cl:1][C:2]1[C:11](F)=[CH:10][CH:9]=[C:8]2[C:3]=1[CH:4]=[CH:5][N:6]=[CH:7]2.[C:13]([O:17][C:18](=[O:27])[NH:19][C@H:20]1[CH2:25][CH2:24][C@@H:23]([OH:26])[CH2:22][CH2:21]1)([CH3:16])([CH3:15])[CH3:14]>>[C:13]([O:17][C:18](=[O:27])[NH:19][C@H:20]1[CH2:21][CH2:22][C@@H:23]([O:26][C:11]2[C:2]([Cl:1])=[C:3]3[C:8](=[CH:9][CH:10]=2)[CH:7]=[N:6][CH:5]=[CH:4]3)[CH2:24][CH2:25]1)([CH3:16])([CH3:14])[CH3:15]. Reported procedure: Starting from 5-chloro-6-fluoro-isoquinoline (8) and cis-(4-hydroxy-cyclohexyl)-carbamic acid tert-butyl ester the title compound was prepared by the method described for trans-[4-(5-chloro-isoquinolin-6-yloxy)-cyclohexyl]carbamic acid tert-butyl ester (10), whereas DMF was used as solvent. Rt=1.14 min (Method #4). Detected mass: 377.2/379.2 (M+H+). Reactants: C(C)OP(=O)(OCC)C(C(=O)O)CC(C)OC1OCCCC1 (2-diethylphosphono-4-(tetrahydropyran-2-yloxy)pentanoic acid), O1CCCC1 (tetrahydrofuran), C1(=NNCCCCCCCC1)C1=CCCCCCCCCC1 (diazabicycloundecene), O1CCCC1 (tetrahydrofuran), [Cl-].[Li+] (lithium chloride), C(C1=CC=CC=C1)OC(=O)N1C(O[C@@H]([C@@H]1CC(C)C)C=O)(C)C ((4S,5S)-3-benzyloxycarbonyl-4-isobutyl-5-formyl-2,2-dimethyloxazolidine), O1CCCC1 (tetrahydrofuran), O1CCCC1 (tetrahydrofuran). Run in C1=CC=CC=C1 (benzene). Yields the product C(C1=CC=CC=C1)OC(=O)N1C(O[C@H]([C@@H]1CC(C)C)C(=C(C(=O)OCC)CC(C)OC1OCCCC1)CC)(C)C (ethyl 3-[(4S,5S)-3-benzyloxycarbonyl-4-isobutyl-2,2-dimethyloxazolidin-5-yl]-2-[2-(2-tetrahydropyranyloxy)-propyl]-2-pentenoate). Reaction SMILES: [Cl-].[Li+].C(OP([CH:11]([CH2:15][CH:16]([O:18][CH:19]1[CH2:24][CH2:23][CH2:22][CH2:21][O:20]1)[CH3:17])[C:12]([OH:14])=[O:13])(OCC)=O)C.[C:25]1([C:36]2[CH2:46][CH2:45][CH2:44][CH2:43][CH2:42][CH2:41]CCC[CH:37]=2)CCCCCCCCNN=1.[CH2:47]([O:54][C:55]([N:57]1[C@@H](CC(C)C)[C@@H](C=O)[O:59][C:58]1([CH3:69])[CH3:68])=[O:56])[C:48]1[CH:53]=[CH:52][CH:51]=[CH:50][CH:49]=1.O1CC[CH2:72][CH2:71]1>C1C=CC=CC=1>[CH2:47]([O:54][C:55]([N:57]1[C@@H:45]([CH2:46][CH:36]([CH3:25])[CH3:37])[C@H:44]([C:43]([CH2:42][CH3:41])=[C:11]([CH2:15][CH:16]([O:18][CH:19]2[CH2:24][CH2:23][CH2:22][CH2:21][O:20]2)[CH3:17])[C:12]([O:14][CH2:71][CH3:72])=[O:13])[O:59][C:58]1([CH3:68])[CH3:69])=[O:56])[C:48]1[CH:53]=[CH:52][CH:51]=[CH:50][CH:49]=1 |f:0.1|. Reported procedure: 68 mg of lithium chloride was suspended in 5 ml of dry tetrahydrofuran under an argon stream. Then, a solution prepared by dissolving 0.53 g of 2-diethylphosphono-4-(tetrahydropyran-2-yloxy)pentanoic acid in 1.0 ml of dry tetrahydrofuran, was dropwise added thereto under stirring. The mixture was stirred for 5 minutes, and 0.55 ml of a dry tetrahydrofuran solution of diazabicycloundecene (1/1) was gradually added thereto. The mixture was stirred at room temperature for 10 minutes. Then, a soluti... Starting materials: CI, Cc1cccc2cc[nH]c12, [Cl-], [H-], [NH4+], [Na+], CN(C)C=O. Product: Cc1cccc2ccn(C)c12. RXN SMILES: [CH3:13][I:14].[CH3:3][c:4]1[cH:5][cH:6][cH:7][c:8]2[cH:9][cH:10][nH:11][c:12]12.[Cl-:15].[H-:1].[NH4+:16].[Na+:2].[O:17]=[CH:18][N:19]([CH3:20])[CH3:21]>>[CH3:3][c:4]1[cH:5][cH:6][cH:7][c:8]2[cH:9][cH:10][n:11]([CH3:13])[c:12]12. Starting materials: C1(=CC=CC=C1)C(N1CC(C1)N1CCOCC1)C1=CC=CC=C1 (1-diphenylmethyl-3-morpholinoazetidine), Cl (HCl). The reagents and catalysts are [OH-].[Pd+2].[OH-] (palladium hydroxide). The solvent is C(C)O (ethanol). Reaction conditions: time 3 day. The product is Cl.Cl.O1CCN(CC1)C1CNC1 (3-Morpholinoazetidine dihydrochloride). RXN SMILES: C1(C(C2C=CC=CC=2)[N:8]2[CH2:11][CH:10]([N:12]3[CH2:17][CH2:16][O:15][CH2:14][CH2:13]3)[CH2:9]2)C=CC=CC=1.[ClH:24]>[OH-].[Pd+2].[OH-].C(O)C>[ClH:24].[ClH:24].[O:15]1[CH2:16][CH2:17][N:12]([CH:10]2[CH2:11][NH:8][CH2:9]2)[CH2:13][CH2:14]1 |f:2.3.4,6.7.8|. Procedure details: A mixture of 1-diphenylmethyl-3-morpholinoazetidine (Preparation 1(c)) (18.6 g, 60.4 mmol), palladium hydroxide (2 g), ethanol (200 ml) and 1N aqueous HCl (52 ml) was stirred under an atmosphere of hydrogen at 345 kPa (50 p.s.i.) for 3 days. The catalyst was then removed by filtration and the filtrate evaporated to dryness. Addition of dichloromethane (100 ml) to the residue and trituration gave a solid which was recrystallised from methanol to give the title compound (10.2 g) as a crystalline s... Reactants: O.O.O.C(C)(=O)[O-].[Na+] (sodium acetate trihydrate), CN(C(C1=CC=C(C=C1)F)=O)C (N,N-dimethyl-4-fluorobenzamide), P(=O)(Cl)(Cl)Cl (phosphorous oxychloride), C=1C=CN2C1C(CCC2)C(=O)OC(C)C (isopropyl 5,6,7,8-tetrahydropyrrolo[1,2-a]pyridine-8-carboxylate). The solvent is O (water), ClCCCl (1,2-dichloroethane), ClCCCl (1,2-dichloroethane). Product: FC1=CC=C(C(=O)C2=CC=C3N2CCCC3C(=O)OC(C)C)C=C1 (isopropyl 3-p-fluorobenzoyl-5,6,7,8-tetrahydropyrrolo[1,2-a]pyridine-8-carboxylate). Reaction SMILES: CN(C)[C:3](=[O:11])[C:4]1[CH:9]=[CH:8][C:7]([F:10])=[CH:6][CH:5]=1.P(Cl)(Cl)(Cl)=O.[CH:18]1[CH:19]=[CH:20][N:21]2[CH2:26][CH2:25][CH2:24][CH:23]([C:27]([O:29][CH:30]([CH3:32])[CH3:31])=[O:28])[C:22]=12.O.O.O.C([O-])(=O)C.[Na+]>O.ClCCCl>[F:10][C:7]1[CH:6]=[CH:5][C:4]([C:3]([C:20]2[N:21]3[CH2:26][CH2:25][CH2:24][CH:23]([C:27]([O:29][CH:30]([CH3:32])[CH3:31])=[O:28])[C:22]3=[CH:18][CH:19]=2)=[O:11])=[CH:9][CH:8]=1 |f:3.4.5.6.7|. Procedure: A solution of 758 mg. of N,N-dimethyl-4-fluorobenzamide and 0.44 ml. of phosphorous oxychloride in 50 ml. of 1,2-dichloroethane is refluxed for one hour. To this solution is added a solution of 500 mg. of isopropyl 5,6,7,8-tetrahydropyrrolo[1,2-a]pyridine-8-carboxylate in 10 ml. 1,2-dichloroethane. The reaction mixture is refluxed for 3 hours. A solution of 3.3 g. sodium acetate trihydrate in 9 ml water is added and refluxed for a further 10 hours. The organic phase is separated, washed with sat... The reactants are C(CCCCCCCCCCCCCCC)OCC(OCCCCCCCCCCCCCC)COC(C1=CC=CC=C1)(C1=CC=CC=C1)C1=CC=CC=C1 (1-hexadecyl-2-tetradecyl-3-trityl glycerol), C(CCCCCCCCCCCCC)Br (tetradecyl bromide), [OH-].[K+] (KOH), C(C1=CC=CC=C1)C(O)C(O)CO (benzyl glycerol), C(CCCCCCCCCCCCCCC)OCC(OCCCCCCCCCCCCCCCC)CO (1,2-dihexadecyl glycerol), Cl (hydrogen chloride). The solvent is petroleum ether, C1(=CC=CC=C1)C (toluene). Reaction conditions: time 4 hour. Product: C(CCCCCCCCCCCCCCC)OCC(OCCCCCCCCCCCCCC)CO (1-hexadecyl-2-tetradecyl glycerol). As a reaction SMILES: C(Br)CCCCCCCCCCCCC.[OH-].[K+].C(C(C(CO)O)O)C1C=CC=CC=1.[CH2:31]([O:47][CH2:48][CH:49]([CH2:67][OH:68])[O:50][CH2:51][CH2:52][CH2:53][CH2:54][CH2:55][CH2:56][CH2:57][CH2:58][CH2:59][CH2:60][CH2:61][CH2:62][CH2:63][CH2:64]CC)[CH2:32][CH2:33][CH2:34][CH2:35][CH2:36][CH2:37][CH2:38][CH2:39][CH2:40][CH2:41][CH2:42][CH2:43][CH2:44][CH2:45][CH3:46].C(OCC(COC(C1C=CC=CC=1)(C1C=CC=CC=1)C1C=CC=CC=1)OCCCCCCCCCCCCCC)CCCCCCCCCCCCCCC.Cl>C1(C)C=CC=CC=1>[CH2:31]([O:47][CH2:48][CH:49]([CH2:67][OH:68])[O:50][CH2:51][CH2:52][CH2:53][CH2:54][CH2:55][CH2:56][CH2:57][CH2:58][CH2:59][CH2:60][CH2:61][CH2:62][CH2:63][CH3:64])[CH2:32][CH2:33][CH2:34][CH2:35][CH2:36][CH2:37][CH2:38][CH2:39][CH2:40][CH2:41][CH2:42][CH2:43][CH2:44][CH2:45][CH3:46] |f:1.2|. Procedure details: 1-hexadecyl glycerol (105 g, .33mol) and 93 g (0.33 mol) tritylchloride were dissolved in 300 ml of pyridine. The mixture was heated at 100° C. for 16 hours. After cooling to room temperature 1500 ml of ethyl ether was added and the slurry washed 3 times with cold .5N H2SO4, 5% sodium bicarbonate and 2 times with water. The organic phase was dried over MgSO4, the ether removed on a rotary evaporator and the residue recrystallized from ethanol, yielding the intermediate 1-hexadecyl-3-trityl glyce...